This data is from the Open Reaction Database (ORD), a public repository of structured organic reaction records. The task is: describe an organic reaction: reactants, conditions, products, and yield The solvent is O1CCCC1 (tetrahydrofuran), O1CCCC1 (tetrahydrofuran). Reaction SMILES: [NH2:1][C:2]1[N:7]=[C:6]([O:8][CH3:9])[CH:5]=[C:4]([O:10][CH3:11])[N:3]=1.[N:12]([S:15]([O:18][C:19]1[CH:24]=[CH:23][CH:22]=[CH:21][C:20]=1[C:25]1[O:26][CH:27]=[N:28][N:29]=1)(=[O:17])=[O:16])=[C:13]=[O:14]>O1CCCC1>[CH3:9][O:8][C:6]1[CH:5]=[C:4]([O:10][CH3:11])[N:3]=[C:2]([NH:1][C:13]([NH:12][S:15](=[O:17])(=[O:16])[O:18][C:19]2[CH:24]=[CH:23][CH:22]=[CH:21][C:20]=2[C:25]2[O:26][CH:27]=[N:28][N:29]=2)=[O:14])[N:7]=1. Yield: 11.9%. Reaction conditions: temperature 25 celsius, time 16 hour. Reported procedure: To a suspension of 6 g of 2-amino-4,6-dimethoxypyrimidine in 25 ml of tetrahydrofuran was added a solution of 8 g of the isocyanate prepared in Example 3 dissolved in 25 ml of tetrahydrofuran. After an initial exotherm, the solution was stirred at 25° C. for 16 hours, to yield a precipitate. The mixture was filtered, and the solid was recrystallized from acetonitrile to yield 1.5 g of the title compound; m.p. 161°-164° C. The product is COC1=NC(=NC(=C1)OC)NC(=O)NS(OC1=C(C=CC=C1)C=1OC=NN1)(=O)=O (2-(1,3,4-Oxadiazol-2-yl)phenyl N-[(4,6-dimethoxypyrimidin-2-yl)aminocarbonyl]sulfamate). Reactants: NC1=NC(=CC(=N1)OC)OC (2-amino-4,6-dimethoxypyrimidine), N(=C=O)S(=O)(=O)OC1=C(C=CC=C1)C=1OC=NN1 (2-(1,3,4-Oxadiazol-2-yl)phenyl isocyanatosulfonate).